Task: describe an organic reaction: reactants, conditions, products, and yield. Dataset: the Open Reaction Database (ORD), a public repository of structured organic reaction records Starting materials: C1=CN(C=N1)C(=O)N2C=CN=C2 (CDI), C(C1=CC=CC=C1)C1CCN(CC1)CCN (2-(4-benzyl-piperidin-1-yl)-ethylamine), C[Si](C)(C)[N-][Si](C)(C)C.[Na+] (NaHMDS), CNC1=CC(=NC2=CC=CC=C12)C (Methyl-(2-methyl-quinolin-4-yl)-amine). Run in CS(=O)C (DMSO), CS(=O)C (DMSO), O (H2O). Conditions: temperature 20 celsius, time 3 hour. Product: C(C1=CC=CC=C1)C1CCN(CC1)CCNC(N(C1=CC(=NC2=CC=CC=C12)C)C)=O (3-[2-(4-Benzyl-piperidin-1-yl)-ethyl]-1-methyl-1-(2-methyl-quinolin-4-yl)-urea). RXN SMILES: [CH:1]1N=[CH:4][N:3]([C:6]([N:8]2[CH:12]=[N:11][CH:10]=[CH:9]2)=[O:7])[CH:2]=1.[CH2:13]([CH:20]1[CH2:25][CH2:24]N(CCN)C[CH2:21]1)[C:14]1[CH:19]=[CH:18][CH:17]=[CH:16][CH:15]=1.CNC1C2[C:35](=[CH:36][CH:37]=[CH:38][CH:39]=2)[N:34]=[C:33]([CH3:41])[CH:32]=1.C[Si]([N-][Si](C)(C)C)(C)C.[Na+]>CS(C)=O.O>[CH2:13]([CH:20]1[CH2:21][CH2:12][N:11]([CH2:10][CH2:9][NH:8][C:6](=[O:7])[N:3]([CH3:4])[C:2]2[C:1]3[C:35](=[CH:36][CH:37]=[CH:38][CH:39]=3)[N:34]=[C:33]([CH3:41])[CH:32]=2)[CH2:24][CH2:25]1)[C:14]1[CH:15]=[CH:16][CH:17]=[CH:18][CH:19]=1 |f:3.4|. Procedure: To a stirred solution of CDI (178 mg, 1.1 mmol) in DMSO (5 mL) is added a solution of 2-(4-benzyl-piperidin-1-yl)-ethylamine (218 mg, 1 mmol) in DMSO (1 mL). The reaction mixture is stirred at 20° C. for 3 h. Methyl-(2-methyl-quinolin-4-yl)-amine (173 mg, 1 mmol) is added. To the resulting solution is added in a single portion NaHMDS (2 M in THF, 1.25 mL, 2.5 mmol). The reaction mixture is stirred at 20° C. for 24 h, then H2O (0.4 mL) is added. The reaction mixture is evaporated and the residue ... Starting materials: [N+](=O)([O-])C=1C=C(C(=CC1)C)S(=O)(=O)O (4-nitrotoluene-2-sulfonic acid), S(O)(O)(=O)=O (sulfuric acid), [N+](=O)([O-])C=1C=C(C(=CC1)C)S(=O)(=O)O (4-nitrotoluene-2-sulfonic acid). Product: [N+](=O)([O-])C=1C=C(C(=CC1)C)S(=O)(=O)O (4-nitrotoluene-2-sulfonic acid), [N+](=O)([O-])C1=CC=C(C=C1)C (4-nitrotoluene). RXN SMILES: S(=O)(=O)(O)O.[N+:6]([C:9]1[CH:10]=[C:11]([S:16]([OH:19])(=[O:18])=[O:17])[C:12]([CH3:15])=[CH:13][CH:14]=1)([O-:8])=[O:7]>>[N+:6]([C:9]1[CH:10]=[C:11]([S:16]([OH:19])(=[O:17])=[O:18])[C:12]([CH3:15])=[CH:13][CH:14]=1)([O-:8])=[O:7].[N+:6]([C:9]1[CH:10]=[CH:11][C:12]([CH3:15])=[CH:13][CH:14]=1)([O-:8])=[O:7]. Procedure details: To isolate the 4-nitrotoluene-2-sulfonic acid, the sulfonation mixture is adjusted to a sulfuric acid concentration of 70% and diluted with mother liquor from a previous crystallization to a 4-nitrotoluene-2-sulfonic acid concentration of 35%. After centrifuging at room temperature, 936 g of 100% 4-nitrotoluene-2-sulfonic acid (98.5% of theory) are obtained from 600.0 g of 4-nitrotoluene. Starting materials: CC(C)(C)N1CCC(CC(=O)O)CC1, ClCCCl, Nc1ccccc1, CN(C)C=O, On1nnc2ccccc21. Product: CC(C)(C)N1CCC(CC(=O)Nc2ccccc2)CC1. Reaction SMILES: [C:1]([CH3:2])([CH3:3])([CH3:4])[N:5]1[CH2:6][CH2:7][CH:8]([CH2:11][C:12](=[O:13])[OH:14])[CH2:9][CH2:10]1.[CH2:32]([Cl:33])[CH2:34][Cl:35].[NH2:15][c:16]1[cH:17][cH:18][cH:19][cH:20][cH:21]1.[O:36]=[CH:37][N:38]([CH3:39])[CH3:40].[OH:22][n:23]1[c:24]2[c:25]([cH:26][cH:27][cH:28][cH:29]2)[n:30][n:31]1>>[C:1]([CH3:2])([CH3:3])([CH3:4])[N:5]1[CH2:6][CH2:7][CH:8]([CH2:11][C:12](=[O:14])[NH:15][c:16]2[cH:17][cH:18][cH:19][cH:20][cH:21]2)[CH2:9][CH2:10]1. Starting materials: O=C1CCC(CC1)NC(OC(C)(C)C)=O (tert-butyl 4-oxo-cyclohexylcarbamate), O=C1CCC(CC1)NC(OC(C)(C)C)=O (tert-butyl 4-oxo-cyclohexylcarbamate), O (water), [Br-].C1(=CC=CC=C1)C(C1=CC=CC=C1)(C1=CC=CC=C1)[PH3+] (Triphenylmethylphosphonium bromide), CC(C)([O-])C.[K+] (potassium tert-butoxide). Run in C1CCOC1 (THF), O1CCCC1 (tetrahydrofuran). Conditions: temperature 0 celsius. Yields the product C=C1CCC(CC1)NC(OC(C)(C)C)=O (tert-Butyl 4-methylenecyclohexylcarbamate). Isolated yield 92.3%. RXN SMILES: [Br-].C1([C:8]([PH3+])([C:15]2[CH:20]=[CH:19][CH:18]=[CH:17][CH:16]=2)C2C=CC=CC=2)C=CC=CC=1.CC(C)([O-])C.[K+].O=C1CCC([NH:35][C:36](=[O:42])[O:37][C:38]([CH3:41])([CH3:40])[CH3:39])CC1.O>O1CCCC1>[CH2:8]=[C:15]1[CH2:16][CH2:17][CH:18]([NH:35][C:36](=[O:42])[O:37][C:38]([CH3:41])([CH3:40])[CH3:39])[CH2:19][CH2:20]1 |f:0.1,2.3|. Procedure details: Triphenylmethylphosphonium bromide (53.7 g, 0.15 mol) was dissolved in 500 mL of tetrahydrofuran, potassium tert-butoxide (16.8 g, 0.15 mol) was added at −20° C., reacted for 0.5 h after the temperature was raised to 0° C. Then, tert-butyl 4-oxo-cyclohexylcarbamate (Compound 7-1) (21.3 g, 0.1 mol) was dissolved in 100 mL of THF and added dropwise into the flask under nitrogen. After 3 hours of reaction at room temperature, a small amount of water was added to dissolve the solids. The mixture was... The reactants are O=C([O-])C=CC(=O)[O-], CN1CC2CN(C)CC(C1)C2O, CO, BrC(c1ccccc1)c1ccccc1. The product is O=C(O)C=CC(=O)O, CN1CC2CN(C)CC(C1)C2OC(c1ccccc1)c1ccccc1. RXN SMILES: [C:27]([CH:28]=[CH:29][C:30](=[O:31])[O-:32])(=[O:33])[O-:34].[CH3:1][N:2]1[CH2:3][CH:4]2[CH2:5][N:6]([CH3:12])[CH2:7][CH:8]([CH2:9]1)[CH:10]2[OH:11].[CH3:35][OH:36].[CH:13]([c:14]1[cH:15][cH:16][cH:17][cH:18][cH:19]1)([c:20]1[cH:21][cH:22][cH:23][cH:24][cH:25]1)[Br:26]>>[C:27]([CH:28]=[CH:29][C:30](=[O:31])[OH:32])(=[O:33])[OH:34].[CH3:1][N:2]1[CH2:3][CH:4]2[CH2:5][N:6]([CH3:12])[CH2:7][CH:8]([CH2:9]1)[CH:10]2[O:11][CH:13]([c:14]1[cH:15][cH:16][cH:17][cH:18][cH:19]1)[c:20]1[cH:21][cH:22][cH:23][cH:24][cH:25]1. Starting materials: FC1=C(C=C(C(=O)OCC)C=C1)[N+](=O)[O-] (ethyl 4-fluoro-3-nitrobenzoate), CNC1CCCCC1 (N-methylcyclohexylamine), [OH-].[Li+] (lithium hydroxide). Solvent: O (water), O (water), CN(C)C=O (DMF), C1CCOC1 (THF). Run at temperature 50 celsius, time 3 hour. The product is C1(CCCCC1)N(C1=C(C=C(C(=O)O)C=C1)[N+](=O)[O-])C (4-[Cyclohexyl(methyl)amino]-3-nitrobenzoic acid). As a reaction SMILES: F[C:2]1[CH:12]=[CH:11][C:5]([C:6]([O:8]CC)=[O:7])=[CH:4][C:3]=1[N+:13]([O-:15])=[O:14].[CH3:16][NH:17][CH:18]1[CH2:23][CH2:22][CH2:21][CH2:20][CH2:19]1.[OH-].[Li+]>CN(C=O)C.O.C1COCC1>[CH:18]1([N:17]([CH3:16])[C:2]2[CH:12]=[CH:11][C:5]([C:6]([OH:8])=[O:7])=[CH:4][C:3]=2[N+:13]([O-:15])=[O:14])[CH2:23][CH2:22][CH2:21][CH2:20][CH2:19]1 |f:2.3|. Procedure: A mixture of ethyl 4-fluoro-3-nitrobenzoate (Chontech 01072; 500 mg; 2.35 mmol; 1 eq.) and N-methylcyclohexylamine (Aldrich 10, 332-2; 796.59 mg; 7.04 mmol; 3 eq.) in DMF (2 mL) was stirred at 50° C. for 3 hours. The reaction was then allowed to return to room temperature and diluted with water. Extraction with ethyl acetate, drying over sodium sulfate and concentration in vacuo gave a yellow oil. The oil was taken up in THF (15 mL) and lithium hydroxide (280.86 mg; 11.73 mmol; 5 eq.) was added ... The reactants are CCOC(=O)CBr, O=C([O-])[O-], CC#N, COc1cc(O)c(C(O)C(C)C)cc1Cl, [Cs+], [Cs+]. Product: CCOC(=O)COc1cc(OC)c(Cl)cc1C(O)C(C)C. As a reaction SMILES: [Br:22][CH2:23][C:24](=[O:25])[O:26][CH2:27][CH3:28].[C:16](=[O:17])([O-:18])[O-:19].[CH3:29][C:30]#[N:31].[Cl:1][c:2]1[cH:3][c:4]([CH:11]([CH:12]([CH3:13])[CH3:14])[OH:15])[c:5]([OH:10])[cH:6][c:7]1[O:8][CH3:9].[Cs+:20].[Cs+:21]>>[Cl:1][c:2]1[cH:3][c:4]([CH:11]([CH:12]([CH3:13])[CH3:14])[OH:15])[c:5]([O:10][CH2:23][C:24](=[O:25])[O:26][CH2:27][CH3:28])[cH:6][c:7]1[O:8][CH3:9].